This data is from the Open Reaction Database (ORD), a public repository of structured organic reaction records. The task is: describe an organic reaction: reactants, conditions, products, and yield The reactants are C(=O)(OC(C)(C)C)N1C(C2CCCCC2C1)(C(=O)OC)C (N-BOC-1-methyl-octahydroisoindole-1-carboxylic acid, methyl ester), Cl (HCl). The product is Cl.CC1(NCC2CCCCC12)C(=O)OC (1-methyl-octahydroisoindole-1-carboxylic acid, methyl ester hydrochloride). As a reaction SMILES: C([N:8]1[CH2:16][CH:15]2[CH:10]([CH2:11][CH2:12][CH2:13][CH2:14]2)[C:9]1([CH3:21])[C:17]([O:19][CH3:20])=[O:18])(OC(C)(C)C)=O.[ClH:22]>>[ClH:22].[CH3:21][C:9]1([C:17]([O:19][CH3:20])=[O:18])[CH:10]2[CH:15]([CH2:14][CH2:13][CH2:12][CH2:11]2)[CH2:16][NH:8]1 |f:2.3|. Procedure details: N-BOC-1-methyl-octahydroisoindole-1-carboxylic acid, methyl ester was treated with HCl according to the procedure described in Example 1, Step A to afford 1-methyl-octahydroisoindole-1-carboxylic acid, methyl ester hydrochloride which was used without further purification. Reactants: ClC1=CC=C(C=C1)C1=CC=C(C=C1)C(C)(C#CCCOC1OCCCC1)O (2-(4'-chloro-4-biphenylyl)-6-(tetrahydropyran-2-yloxy)-3-hexyn-2-ol), Cl (HCl). Run in O1CCOCC1 (dioxane). Reaction conditions: time 12 hour. Product: ClC1=CC=C(C=C1)C1=CC=C(C=C1)C(C)(C#CCCO)O (2-(4'-chloro-4-biphenylyl)-3-hexyn-2,6-diol). As a reaction SMILES: [Cl:1][C:2]1[CH:7]=[CH:6][C:5]([C:8]2[CH:13]=[CH:12][C:11]([C:14]([OH:27])([C:16]#[C:17][CH2:18][CH2:19][O:20]C3CCCCO3)[CH3:15])=[CH:10][CH:9]=2)=[CH:4][CH:3]=1.Cl>O1CCOCC1>[Cl:1][C:2]1[CH:3]=[CH:4][C:5]([C:8]2[CH:13]=[CH:12][C:11]([C:14]([OH:27])([C:16]#[C:17][CH2:18][CH2:19][OH:20])[CH3:15])=[CH:10][CH:9]=2)=[CH:6][CH:7]=1. Reported procedure: To 38.5 g. of 2-(4'-chloro-4-biphenylyl)-6-(tetrahydropyran-2-yloxy)-3-hexyn-2-ol in 250 ml. of dioxane, is added dropwise with ice cooling, 100 ml. of 1 N HCl. The resulting mixture is stirred 12 hours more at 0°. After the usual work up, 2-(4'-chloro-4-biphenylyl)-3-hexyn-2,6-diol, m.p. 105°, is obtained. The reactants are O=C([O-])[O-], Cc1ccccc1, Clc1ccncc1, Cl, [K+], [K+], [K+], OCc1ccccc1N1CCNCC1, [OH-]. Product: c1ccc(N2CCNCC2)c(COc2ccncc2)c1. As a reaction SMILES: [C:25](=[O:26])([O-:27])[O-:28].[CH3:31][c:32]1[cH:33][cH:34][cH:35][cH:36][cH:37]1.[Cl:16][c:17]1[cH:18][cH:19][n:20][cH:21][cH:22]1.[ClH:15].[K+:24].[K+:29].[K+:30].[N:1]1([c:7]2[c:8]([CH2:13][OH:14])[cH:9][cH:10][cH:11][cH:12]2)[CH2:2][CH2:3][NH:4][CH2:5][CH2:6]1.[OH-:23]>>[N:1]1([c:7]2[c:8]([CH2:13][O:14][c:17]3[cH:18][cH:19][n:20][cH:21][cH:22]3)[cH:9][cH:10][cH:11][cH:12]2)[CH2:2][CH2:3][NH:4][CH2:5][CH2:6]1. Starting materials: [N+](=O)([O-])C=1C=C(C=CC1)C=CC=1N=CN(C1)C(C1=CC=CC=C1)(C1=CC=CC=C1)C1=CC=CC=C1 (4-[2-(3-Nitrophenyl)vinyl]-1-trityl-1H-imidazole), Cl (hydrochloric acid). Run in CO (methanol). Product: [N+](=O)([O-])C=1C=C(C=CC1)C=CC=1N=CNC1 (4-[2-(3-Nitrophenyl)vinyl]-1H-imidazole). Reaction SMILES: [N+:1]([C:4]1[CH:5]=[C:6]([CH:10]=[CH:11][C:12]2[N:13]=[CH:14][N:15](C(C3C=CC=CC=3)(C3C=CC=CC=3)C3C=CC=CC=3)[CH:16]=2)[CH:7]=[CH:8][CH:9]=1)([O-:3])=[O:2].Cl>CO>[N+:1]([C:4]1[CH:5]=[C:6]([CH:10]=[CH:11][C:12]2[N:13]=[CH:14][NH:15][CH:16]=2)[CH:7]=[CH:8][CH:9]=1)([O-:3])=[O:2]. Reported procedure: A mixture of 11 g of the product obtained in Step 3, 6 ml of concentrated hydrochloric acid and 150 ml of methanol is heated at reflux for 2 hours. The solvent is concentrated and the residue is taken up in an isopropanol/diethyl ether mixture. The expected product is obtained by filtering off the precipitate that has formed. The reactants are CNC (dimethylamine), C(C(=O)Cl)(=O)Cl (oxalyl chloride), FC1=C(C(=O)O)C=C(C=C1)Br (2-fluoro-5-bromobenzoic acid). The reagents and catalysts are CN(C=O)C (N,N-dimethylformamide). Solvent: C(Cl)Cl (methylene chloride), C(Cl)Cl (methylene chloride). Conditions: time 3 hour. Yields the product CN(C(C1=C(C=CC(=C1)Br)F)=O)C (N,N-dimethyl-2-fluoro-5-bromobenzamide). As a reaction SMILES: [F:1][C:2]1[CH:10]=[CH:9][C:8]([Br:11])=[CH:7][C:3]=1[C:4](O)=[O:5].C(Cl)(=O)C(Cl)=O.[CH3:18][NH:19][CH3:20]>C(Cl)Cl.CN(C)C=O>[CH3:18][N:19]([CH3:20])[C:4](=[O:5])[C:3]1[CH:7]=[C:8]([Br:11])[CH:9]=[CH:10][C:2]=1[F:1]. Procedure: A suspension of 2-fluoro-5-bromobenzoic acid (680 mg, 3.10 mmol) in methylene chloride (20 ml) was treated with oxalyl chloride (0.35 ml, 4.04 mmol), followed by four drops of N,N-dimethylformamide. The resulting clear solution was stirred for about three hours. The solvents were removed in vacuo and the residue was redissolved in methylene chloride and treated with dimethylamine (4.6 ml, 9.3 mmol). Stirring was continued for 18 hours. The reaction mixture was diluted with methylene chloride, an... The reactants are B.[Na] (sodium boron hydride), C(C)(=O)C1=CC2=C(S1)C1=CC(=CC(=C1CC2)C)C (2-acetyl-4,5-dihydro-6,8-dimethylnaphtho[1,2-b]thiophene), C(C)O (ethanol), [Cl-].[NH4+] (ammonium chloride). Conditions: time 2 hour. Yields the product OCCC1=CC2=C(S1)C1=CC(=CC(=C1CC2)C)C (2-(2-hydroxyethyl)-4,5-dihydro-6,8-dimethylnaphtho[1,2-b]thiophene). RXN SMILES: B.[Na].[C:3]([C:6]1[S:10][C:9]2[C:11]3[C:16]([CH2:17][CH2:18][C:8]=2[CH:7]=1)=[C:15]([CH3:19])[CH:14]=[C:13]([CH3:20])[CH:12]=3)(=O)[CH3:4].[Cl-].[NH4+].C([OH:25])C>>[OH:25][CH2:4][CH2:3][C:6]1[S:10][C:9]2[C:11]3[C:16]([CH2:17][CH2:18][C:8]=2[CH:7]=1)=[C:15]([CH3:19])[CH:14]=[C:13]([CH3:20])[CH:12]=3 |f:0.1,3.4,^1:1|. Reported procedure: 0.18 g of sodium boron hydride was added under nitrogen replacement and ice cooling to a 10 mL ethanol solution of 0.50 g of the compound obtained in Example 1, and the system was stirred for 2 hours at room temperature. After the reaction, reduced-pressure solvent distillation was performed, a saturated ammonium chloride aqueous solution was added under ice cooling, extraction was performed with ethyl acetate, and the organic layer was washed with saturated brine, dried with magnesium sulfate, ... Starting materials: CC(C)(C)OC(=O)Nc1ccc(-c2cccs2)cc1NC(=O)c1ccc(COP(C)(C)=O)cc1, ClCCl. Product: CP(C)(=O)OCc1ccc(C(=O)Nc2cc(-c3cccs3)ccc2N)cc1. Reaction SMILES: [CH3:1][P:2]([O:3][CH2:4][c:5]1[cH:6][cH:7][c:8]([C:11](=[O:12])[NH:13][c:14]2[c:15]([NH:25][C:26]([O:27][C:28]([CH3:29])([CH3:30])[CH3:31])=[O:32])[cH:16][cH:17][c:18](-[c:20]3[s:21][cH:22][cH:23][cH:24]3)[cH:19]2)[cH:9][cH:10]1)(=[O:33])[CH3:34].[Cl:35][CH2:36][Cl:37]>>[CH3:1][P:2]([O:3][CH2:4][c:5]1[cH:6][cH:7][c:8]([C:11](=[O:12])[NH:13][c:14]2[c:15]([NH2:25])[cH:16][cH:17][c:18](-[c:20]3[s:21][cH:22][cH:23][cH:24]3)[cH:19]2)[cH:9][cH:10]1)(=[O:33])[CH3:34]. Starting materials: COC(C1=C(C=CC(=C1)S(NC)(=O)=O)O)=O (2-hydroxy-5-methylsulfamoyl-benzoic acid methyl ester), C([O-])([O-])=O.[K+].[K+] (potassium carbonate), FC(S(=O)(=O)OCC(F)(F)F)(F)F (2,2,2-trifluoro-ethyl trifluoromethanesulfonate). The solvent is CC(=O)C (acetone). Run at temperature 60 celsius. The product is COC(C1=C(C=CC(=C1)S(NC)(=O)=O)OCC(F)(F)F)=O (5-Methylsulfamoyl-2-(2,2,2-trifluoro-ethoxy)-benzoic acid methyl ester). RXN SMILES: [CH3:1][O:2][C:3](=[O:16])[C:4]1[CH:9]=[C:8]([S:10](=[O:14])(=[O:13])[NH:11][CH3:12])[CH:7]=[CH:6][C:5]=1[OH:15].C(=O)([O-])[O-].[K+].[K+].FC(F)(F)S(O[CH2:29][C:30]([F:33])([F:32])[F:31])(=O)=O>CC(C)=O>[CH3:1][O:2][C:3](=[O:16])[C:4]1[CH:9]=[C:8]([S:10](=[O:14])(=[O:13])[NH:11][CH3:12])[CH:7]=[CH:6][C:5]=1[O:15][CH2:29][C:30]([F:33])([F:32])[F:31] |f:1.2.3|. Reported procedure: To 3.3 mmol 2-hydroxy-5-methylsulfamoyl-benzoic acid methyl ester (example B13c)) and 3.3 mmol potassium carbonate in 50 ml acetone was added dropwise 4.9 mmol 2,2,2-trifluoro-ethyl trifluoromethanesulfonate and the mixture was heated at 60° C. for 16 h. The mixture was then concentrated in vacuo. The residue was suspended in dichloromethane and filtered. The filtrate was concentrated in vacuo and the residue was chromatographed on silica gel (eluant: ethyl acetate/heptane 3:7) to afford the tit...